Dataset: the Open Reaction Database (ORD), a public repository of structured organic reaction records. Task: describe an organic reaction: reactants, conditions, products, and yield Product: C(CCCCCCCCCCC)NC(=S)C(=S)NCCCCCCCCCCCC (N,N'-didodecyldithiooxamide). Isolated yield 32.8%. Reaction conditions: temperature 35 celsius. Starting materials: NC(=S)C(=S)N (dithiooxamide), Cl (HCl), NC1=CC=CC=C1 (aniline), amine, C(CCCCCCCCCCC)N (dodecylamine). Procedure details: Into a 100 ml round-bottomed flask, equipped with a magnetic stirrer and heating bath, were placed 2.4 g (0.02 mol) of dithiooxamide, 1.8 g (0.02 mol) of aniline, and 40 ml of methanol. The solution was stirred and heated at 35° C. for 30 minutes. The reactive amine, dodecylamine (3.7 g, 0.02 mol), was then added, and the solution was stirred for an additional 3 hours at 35° C. The crude reaction mixture was cooled to 25° C., and the acidity was adjusted to a pH of about 2 by the addition of 37%... As a reaction SMILES: [NH2:1][C:2]([C:4]([NH2:6])=[S:5])=[S:3].N[C:8]1[CH:13]=[CH:12][CH:11]=[CH:10][CH:9]=1.[CH2:14](N)[CH2:15][CH2:16][CH2:17][CH2:18][CH2:19][CH2:20][CH2:21][CH2:22][CH2:23][CH2:24][CH3:25].Cl>CO>[CH2:14]([NH:1][C:2]([C:4]([NH:6][CH2:12][CH2:13][CH2:8][CH2:9][CH2:10][CH2:11][CH2:9][CH2:10][CH2:11][CH2:12][CH2:13][CH3:8])=[S:5])=[S:3])[CH2:15][CH2:16][CH2:17][CH2:18][CH2:19][CH2:20][CH2:21][CH2:22][CH2:23][CH2:24][CH3:25]. Solvent: CO (methanol).